Dataset: the Open Reaction Database (ORD), a public repository of structured organic reaction records. Task: describe an organic reaction: reactants, conditions, products, and yield The reactants are CCOC(=S)c1c(Cc2ccccc2)nc2sccn12, CCO, [Na+], [OH-]. The product is OC(=S)c1c(Cc2ccccc2)nc2sccn12. RXN SMILES: [CH2:1]([c:2]1[cH:3][cH:4][cH:5][cH:6][cH:7]1)[c:8]1[n:9][c:10]2[s:11][cH:12][cH:13][n:14]2[c:15]1[C:16](=[S:17])[O:18][CH2:19][CH3:20].[CH3:23][CH2:24][OH:25].[Na+:22].[OH-:21]>>[CH2:1]([c:2]1[cH:3][cH:4][cH:5][cH:6][cH:7]1)[c:8]1[n:9][c:10]2[s:11][cH:12][cH:13][n:14]2[c:15]1[C:16](=[S:17])[OH:18]. Starting materials: FC(C(=O)O)(F)F.N1CCC(CC1)N1C(C2=CC=CC=C2C1)=O (2-piperidin-4-yl-2,3-dihydro-isoindol-1-one trifluoroacetate), C(C)OC=1C=C(C=O)C=CC1C (3-ethoxy-4-methyl-benzaldehyde), C(#N)[BH3-].[Na+] (sodium cyanoborohydride). Reagents/catalysts: CC([O-])C.CC([O-])C.CC([O-])C.CC([O-])C.[Ti+4] (titanium tetra-isopropoxide). The solvent is C(C)(C)O (isopropanol). Product: C(C)OC=1C=C(CN2CCC(CC2)N2C(C3=CC=CC=C3C2)=O)C=CC1C (2-[1-(3-Ethoxy-4-methyl-benzyl)-piperidin-4-yl]-2,3-dihydro-isoindol-1-one). Isolated yield 29.5%. Reaction SMILES: FC(F)(F)C(O)=O.[NH:8]1[CH2:13][CH2:12][CH:11]([N:14]2[CH2:22][C:21]3[C:16](=[CH:17][CH:18]=[CH:19][CH:20]=3)[C:15]2=[O:23])[CH2:10][CH2:9]1.[CH2:24]([O:26][C:27]1[CH:28]=[C:29]([CH:32]=[CH:33][C:34]=1[CH3:35])[CH:30]=O)[CH3:25].C([BH3-])#N.[Na+]>C(O)(C)C.CC(C)[O-].CC(C)[O-].CC(C)[O-].CC(C)[O-].[Ti+4]>[CH2:24]([O:26][C:27]1[CH:28]=[C:29]([CH:32]=[CH:33][C:34]=1[CH3:35])[CH2:30][N:8]1[CH2:13][CH2:12][CH:11]([N:14]2[CH2:22][C:21]3[C:16](=[CH:17][CH:18]=[CH:19][CH:20]=3)[C:15]2=[O:23])[CH2:10][CH2:9]1)[CH3:25] |f:0.1,3.4,6.7.8.9.10|. Procedure: To a solution of 2-piperidin-4-yl-2,3-dihydro-isoindol-1-one trifluoroacetate (164.0 mg, 0.27 mmol, 1.0 equiv; 36% purity according to mass balance in preceeding step) in isopropanol (3.4 mL) was added 3-ethoxy-4-methyl-benzaldehyde (44.8 mg, 0.27 mmol, 1.0 equiv; intermediate B19), titanium tetra-isopropoxide (232.8 mg, 0.82 mmol, 3.0 equiv) and sodium cyanoborohydride (34.3 mg, 0.55 mmol, 2.0 equiv). The reaction mixture was allowed to react overnight and then poured directly onto a silica col... The reactants are CCOc1ccccc1C=O, C1CCNCC1, CCCn1c(C)c([N+](=O)[O-])c(=O)n(C)c1=O, CCO. The product is CCCn1c(C=Cc2ccccc2OCC)c([N+](=O)[O-])c(=O)n(C)c1=O. Reaction SMILES: [CH2:17]([CH3:18])[O:19][c:20]1[c:21]([CH:22]=[O:23])[cH:24][cH:25][cH:26][cH:27]1.[CH2:28]1[CH2:29][CH2:30][NH:31][CH2:32][CH2:33]1.[CH3:1][n:2]1[c:3](=[O:16])[n:4]([CH2:13][CH2:14][CH3:15])[c:5]([CH3:12])[c:6]([N+:9](=[O:10])[O-:11])[c:7]1=[O:8].[CH3:34][CH2:35][OH:36]>>[CH3:1][n:2]1[c:3](=[O:16])[n:4]([CH2:13][CH2:14][CH3:15])[c:5]([CH:12]=[CH:22][c:21]2[c:20]([O:19][CH2:17][CH3:18])[cH:27][cH:26][cH:25][cH:24]2)[c:6]([N+:9](=[O:10])[O-:11])[c:7]1=[O:8]. Reactants: OC=1C(=CC2=CC=CC=C2C1)C(=O)NN (3-Hydroxy-2-naphthoic acid hydrazide), [N+](=O)([O-])C1=CC=C(O1)/C=C/C=O ((E)-3-(5-nitrofuran-2-yl)acrylaldehyde). Run in C(C)(=O)O (Acetic acid). Conditions: time 2 hour. The product is OC=1C(=CC2=CC=CC=C2C1)C(=O)N/N=C/C=C/C=1OC(=CC1)[N+](=O)[O-] ((E)-3-hydroxy-N′-((E)-3-(5-nitrofuran-2-yl)allylidene)-2-naphthohydrazide). The yield is 97.9%. RXN SMILES: [OH:1][C:2]1[C:3]([C:12]([NH:14][NH2:15])=[O:13])=[CH:4][C:5]2[C:10]([CH:11]=1)=[CH:9][CH:8]=[CH:7][CH:6]=2.[N+:16]([C:19]1[O:23][C:22](/[CH:24]=[CH:25]/[CH:26]=O)=[CH:21][CH:20]=1)([O-:18])=[O:17]>C(O)(=O)C>[OH:1][C:2]1[C:3]([C:12]([NH:14]/[N:15]=[CH:26]/[CH:25]=[CH:24]/[C:22]2[O:23][C:19]([N+:16]([O-:18])=[O:17])=[CH:20][CH:21]=2)=[O:13])=[CH:4][C:5]2[C:10]([CH:11]=1)=[CH:9][CH:8]=[CH:7][CH:6]=2. Procedure: Acetic acid (3 mL) is added to a mixture of 3-Hydroxy-2-naphthoic acid hydrazide (100 mg, 0.50 mmol) and (E)-3-(5-nitrofuran-2-yl)acrylaldehyde (99 mg, 0.59 mmol) and the resulting mixture is stirred for 2 h (Note: Immediate precipitation of the yellowish hydrazone product is observed after which the reaction mixture is stirred for another 2 h for completion). The reaction mixture is then diluted with 50% ether/hexanes. The yellowish solid is filtered with suction, washed with 50% ether/hexanes ...